From a dataset of the Open Reaction Database (ORD), a public repository of structured organic reaction records. describe an organic reaction: reactants, conditions, products, and yield Reactants: O[C@H]1C[C@H]([C@@H]([C@H]1CC=CCCCC(=O)O)\C=C\[C@H](CCC1=CC=CC=C1)OC1OCCCC1)OC1OCCCC1 (7-((1R,2R,3R,5S)-5-hydroxy-2-((S,E)-5-phenyl-3-(tetrahydro-2H-pyran-2-yloxy)pent-1-enyl)-3-(tetrahydro-2H-pyran-2-yloxy)cyclopentyl)hept-5-enoic acid), C(C)(C)N(C(C)C)CC (N,N-diisopropyl-ethylamine), C(C1=CC=CC=C1)(=O)Cl (benzoyl chloride). Reagents/catalysts: CN(C1=CC=NC=C1)C (4-(dimethylamino)-pyridine). Solvent: ClCCl (dichloromethane). Run at time 10 minute. Product: C1(=CC=CC=C1)CC[C@@H](/C=C/[C@H]1[C@@H](C[C@@H]2OC(CCC\C=C/C[C@@H]21)=O)OC2OCCCC2)OC2OCCCC2 ((6Z,8aR,9R,10R,11aS)-4,5,8,8a,9,10,11,11a-octahydro-9-((S,E)-5-phenyl-3-(tetrahydro-2H-pyran-2-yloxy)pent-1-enyl)-10-(tetrahydro-2H-pyran-2-yloxy)cyclopenta[b]oxecin-2(3H)-one). Yield: 58.6%. Reaction SMILES: O[C@@H:2]1[C@H:6]([CH2:7][CH:8]=[CH:9][CH2:10][CH2:11][CH2:12][C:13]([OH:15])=[O:14])[C@@H:5](/[CH:16]=[CH:17]/[C@@H:18]([O:27][CH:28]2[CH2:33][CH2:32][CH2:31][CH2:30][O:29]2)[CH2:19]CC2C=CC=CC=2)[C@H:4]([O:34][CH:35]2[CH2:40][CH2:39][CH2:38][CH2:37][O:36]2)[CH2:3]1.C(N(CC)C(C)C)(C)C.[C:50](Cl)(=O)[C:51]1[CH:56]=[CH:55][CH:54]=[CH:53][CH:52]=1>ClCCl.CN(C)C1C=CN=CC=1>[C:51]1([CH2:50][CH2:19][C@H:18]([O:27][CH:28]2[CH2:33][CH2:32][CH2:31][CH2:30][O:29]2)/[CH:17]=[CH:16]/[C@@H:5]2[C@@H:6]3[C@@H:2]([O:14][C:13](=[O:15])[CH2:12][CH2:11][CH2:10][CH:9]=[CH:8][CH2:7]3)[CH2:3][C@H:4]2[O:34][CH:35]2[CH2:40][CH2:39][CH2:38][CH2:37][O:36]2)[CH:56]=[CH:55][CH:54]=[CH:53][CH:52]=1. Procedure details: A solution of 7-((1R,2R,3R,5S)-5-hydroxy-2-((S,E)-5-phenyl-3-(tetrahydro-2H-pyran-2-yloxy)pent-1-enyl)-3-(tetrahydro-2H-pyran-2-yloxy)cyclopentyl)hept-5-enoic acid (32 g from example 48) in 320 mL dichloromethane was treated with N,N-diisopropyl-ethylamine (12.3 g, 94.8 mmol) and benzoyl chloride (7.9 g, 56.3 mmol. This mixture was then stirred for 10 minutes at room temperature under an atmosphere of nitrogen, followed by addition of 4-(dimethylamino)-pyridine (11.9 g, 97.7 mmol) at 0° C. while... Reactants: C(CCC)[Li] (n-butyl lithium), C(C)(C)[Mg]Cl (isopropyl magnesium chloride), ClC=1C2=C(N=C(N1)N1CCOCC1)N(CC2)C2=CC=NC=C2 (4-Chloro-2-morpholin-4-yl-7-pyridin-4-yl-6,7-dihydro-5H-pyrrolo[2,3-d]pyrimidine), BrC1=CC=C(C=N1)N(CC1=CC=C(C=C1)OC)CC1=CC=C(C=C1)OC ((6-bromo-pyridin-3-yl)-bis-(4-methoxy-benzyl)-amine). Reagents/catalysts: [Cl-].[Zn+2].[Cl-] (Zinc chloride). Run in O (Water), O1CCCC1 (tetrahydrofuran), O1CCCC1 (tetrahydrofuran). Reaction conditions: time 15 minute. The product is COC1=CC=C(CN(C=2C=NC(=CC2)C=2C3=C(N=C(N2)N2CCOCC2)N(CC3)C3=CC=NC=C3)CC3=CC=C(C=C3)OC)C=C1 (bis-(4-methoxy-benzyl)-[6-(2-morpholin-4-yl-7-pyridin-4-yl-6,7-dihydro-5H-pyrrolo[2,3-d]pyrimidin-4-yl)-pyridin-3-yl]-amine). Isolated yield 7.1%. Reaction SMILES: C([Li])CCC.C([Mg]Cl)(C)C.Br[C:12]1[N:17]=[CH:16][C:15]([N:18]([CH2:28][C:29]2[CH:34]=[CH:33][C:32]([O:35][CH3:36])=[CH:31][CH:30]=2)[CH2:19][C:20]2[CH:25]=[CH:24][C:23]([O:26][CH3:27])=[CH:22][CH:21]=2)=[CH:14][CH:13]=1.Cl[C:38]1[C:39]2[CH2:52][CH2:51][N:50]([C:53]3[CH:58]=[CH:57][N:56]=[CH:55][CH:54]=3)[C:40]=2[N:41]=[C:42]([N:44]2[CH2:49][CH2:48][O:47][CH2:46][CH2:45]2)[N:43]=1>O1CCCC1.[Cl-].[Zn+2].[Cl-].O>[CH3:27][O:26][C:23]1[CH:24]=[CH:25][C:20]([CH2:19][N:18]([CH2:28][C:29]2[CH:34]=[CH:33][C:32]([O:35][CH3:36])=[CH:31][CH:30]=2)[C:15]2[CH:16]=[N:17][C:12]([C:38]3[C:39]4[CH2:52][CH2:51][N:50]([C:53]5[CH:54]=[CH:55][N:56]=[CH:57][CH:58]=5)[C:40]=4[N:41]=[C:42]([N:44]4[CH2:45][CH2:46][O:47][CH2:48][CH2:49]4)[N:43]=3)=[CH:13][CH:14]=2)=[CH:21][CH:22]=1 |f:5.6.7|. Procedure: To a solution of n-butyl lithium (1.56M hexane solution, 0.23 ml, 0.363 mmol) in tetrahydrofuran (2 ml), at 0° C., isopropyl magnesium chloride (2M tetrahydrofuran solution, 0.09 ml, 0.182 mmol) was added, followed by stirring for 15 minutes. To this, a solution of (6-bromo-pyridin-3-yl)-bis-(4-methoxy-benzyl)-amine (50 mg, 0.121 mmol, 1.0 equivalent) in tetrahydrofuran (1 ml) was added, followed by stirring for 1.5 hours. Zinc chloride (1M diethyl ether solution, 0.55 ml, 0.545 mmol) was added,... Reactants: COC1=NC(=NC(=C1)C)NC(=O)NS(=O)(=O)C1=C(C=CC=C1)C(=O)OC (N-[(4-methoxy-6-methylpyrimidin-2-yl)-aminocarbonyl]-2-methoxycarbonylbenzenesulfonamide), [OH-].[K+] (potassium hydroxide), Cl (hydrochloric acid). Run in C(C)O (ethanol), O (water), O (water). Conditions: time 24 hour. The product is COC1=NC(=NC(=C1)C)NC(=O)NS(=O)(=O)C1=C(C=CC=C1)C(=O)O (N-[(4-Methoxy-6-methylpyrimidin-2-yl)aminocarbonyl]-2-carboxybenzenesulfonamide). RXN SMILES: [CH3:1][O:2][C:3]1[CH:8]=[C:7]([CH3:9])[N:6]=[C:5]([NH:10][C:11]([NH:13][S:14]([C:17]2[CH:22]=[CH:21][CH:20]=[CH:19][C:18]=2[C:23]([O:25]C)=[O:24])(=[O:16])=[O:15])=[O:12])[N:4]=1.[OH-].[K+].Cl>C(O)C.O>[CH3:1][O:2][C:3]1[CH:8]=[C:7]([CH3:9])[N:6]=[C:5]([NH:10][C:11]([NH:13][S:14]([C:17]2[CH:22]=[CH:21][CH:20]=[CH:19][C:18]=2[C:23]([OH:25])=[O:24])(=[O:16])=[O:15])=[O:12])[N:4]=1 |f:1.2|. Reported procedure: 4.0 g of N-[(4-methoxy-6-methylpyrimidin-2-yl)-aminocarbonyl]-2-methoxycarbonylbenzenesulfonamide was dissolved in a mixture of 20 ml of absolute ethanol, 2.5 ml of water and 2.5 g of potassium hydroxide. After stirring at 25° for 24 hours the mixture had become a semi-solid mass. Enough cold water was added to dissolve the solid and the solution was acidified to pH 3 with concentrated hydrochloric acid. The resultant precipitate was isolated by filtration and washed with cold water. The precipi... Reactants: C1CCOC1, [Na+], COC(=O)c1cc(-c2ccccc2)ccc1NC(=O)COCC(=O)Nc1ccc(-c2ccccc2)cc1C(=O)[O-], [OH-]. Product: O=C(COCC(=O)Nc1ccc(-c2ccccc2)cc1C(=O)O)Nc1ccc(-c2ccccc2)cc1C(=O)O. RXN SMILES: [CH2:43]1[O:44][CH2:45][CH2:46][CH2:47]1.[Na+:42].[O:1]([CH2:2][C:3](=[O:4])[NH:5][c:6]1[c:7]([C:18](=[O:19])[O:20][CH3:21])[cH:8][c:9](-[c:12]2[cH:13][cH:14][cH:15][cH:16][cH:17]2)[cH:10][cH:11]1)[CH2:22][C:23](=[O:24])[NH:25][c:26]1[c:27]([C:38](=[O:39])[O-:40])[cH:28][c:29](-[c:32]2[cH:33][cH:34][cH:35][cH:36][cH:37]2)[cH:30][cH:31]1.[OH-:41]>>[O:1]([CH2:2][C:3](=[O:4])[NH:5][c:6]1[c:7]([C:18](=[O:19])[OH:20])[cH:8][c:9](-[c:12]2[cH:13][cH:14][cH:15][cH:16][cH:17]2)[cH:10][cH:11]1)[CH2:22][C:23](=[O:24])[NH:25][c:26]1[c:27]([C:38](=[O:39])[OH:40])[cH:28][c:29](-[c:32]2[cH:33][cH:34][cH:35][cH:36][cH:37]2)[cH:30][cH:31]1. Reactants: C(C)(=O)[O-].[NH4+] (ammonium acetate), [N+](=O)([O-])C1=CC=C(C(=O)O[C@H](CC(C)C)C(=O)OC)C=C1 ((1R)-1-(methoxycarbonyl)-3-methylbutyl 4-nitrobenzoate), C[O-].[Na+] (sodium methoxide). Solvent: CO (methanol), CO (methanol). Reaction conditions: time 1 hour. Product: O[C@@H](C(=O)OC)CC(C)C (methyl (2R)-2-hydroxy-4-methylpentanoate). Reaction SMILES: [N+](C1C=CC(C([O:10][C@@H:11]([C:16]([O:18][CH3:19])=[O:17])[CH2:12][CH:13]([CH3:15])[CH3:14])=O)=CC=1)([O-])=O.C[O-].[Na+].C([O-])(=O)C.[NH4+]>CO>[OH:10][C@H:11]([CH2:12][CH:13]([CH3:15])[CH3:14])[C:16]([O:18][CH3:19])=[O:17] |f:1.2,3.4|. Reported procedure: To a solution of (1R)-1-(methoxycarbonyl)-3-methylbutyl 4-nitrobenzoate (1.59 g, 5.4 mmol) in methanol (15 mL) was added a freshly prepared solution of 1.5 M sodium methoxide in methanol (0.5 mL, 0.75 mmol). The resulting mixture was stirred at room temperature for 1 h, aqueous ammonium acetate (30 mL of 25% w/v) was added and the mixture was extracted with EtOAc. The organic layer was dried over Na2SO4 and concentrated in vacuo. The crude product was purified by flash chromatography using EtOAc... Reactants: C1(=CC=CC=C1)O (phenol), Cl (HCl). The solvent is CC(=O)C (acetone), CC(=O)C (acetone). Conditions: temperature 95 celsius. Yields the product CC(=O)C.C1(=CC=CC=C1)O (phenol acetone). RXN SMILES: [C:1]1([OH:7])[CH:6]=[CH:5][CH:4]=[CH:3][CH:2]=1.Cl>CC(C)=O>[CH3:2][C:1]([CH3:6])=[O:7].[C:1]1([OH:7])[CH:6]=[CH:5][CH:4]=[CH:3][CH:2]=1 |f:3.4|. Procedure details: A phenol acetone resin is prepared as follows: 2500 parts of phenol and 25 parts of 37 percent HCl are charged to a reaction vessel, and heated to 45°-50° C. 1305 parts of acetone are added dropwise and allowed to reflux. When all the acetone is introduced, the mixture is refluxed for 90 minutes. Partial vacuum is applied to the reaction vessel equipped for distillation, and the contents are heated to 95° C. Full vacuum is applied and the temperature is raised to 105° C. Then conditions are held...